Dataset: the Open Reaction Database (ORD), a public repository of structured organic reaction records. Task: describe an organic reaction: reactants, conditions, products, and yield Reactants: [Al+3], CCOC(=O)c1nnc(-c2cc3sc(C)c(N(C)S(=O)(=O)c4cccs4)c3[nH]2)s1, [H-], [H-], [H-], [H-], [Li+], [Na+], C1CCOC1, [OH-], O. The product is Cc1sc2cc(-c3nnc(CO)s3)[nH]c2c1N(C)S(=O)(=O)c1cccs1. Reaction SMILES: [Al+3:31].[CH3:1][c:2]1[c:3]([N:20]([S:21](=[O:22])(=[O:23])[c:24]2[s:25][cH:26][cH:27][cH:28]2)[CH3:29])[c:4]2[nH:5][c:6](-[c:10]3[n:11][n:12][c:13]([C:15](=[O:16])[O:17][CH2:18][CH3:19])[s:14]3)[cH:7][c:8]2[s:9]1.[H-:30].[H-:33].[H-:34].[H-:35].[Li+:32].[Na+:38].[O:39]1[CH2:40][CH2:41][CH2:42][CH2:43]1.[OH-:37].[OH2:36]>>[CH3:1][c:2]1[c:3]([N:20]([S:21](=[O:22])(=[O:23])[c:24]2[s:25][cH:26][cH:27][cH:28]2)[CH3:29])[c:4]2[nH:5][c:6](-[c:10]3[n:11][n:12][c:13]([CH2:15][OH:16])[s:14]3)[cH:7][c:8]2[s:9]1. Reactants: ClC1=CC=NC2=CC(=C(C=C12)OC)OC (4-Chloro-6,7-dimethoxyquinoline), COC1=C(C=CC=C1)O (2-methoxyphenol), C(O)([O-])=O.[Na+] (sodium hydrogen carbonate). The solvent is C(Cl)(Cl)Cl.CO (chloroform methanol). Reaction conditions: temperature 150 celsius, time 8 hour. Product: COC=1C=C2C(=CC=NC2=CC1OC)OC1=C(C=CC=C1)OC (6,7-Dimethoxy-4-(2-methoxyphenoxy)quinoline). Yield: 54.0%. As a reaction SMILES: Cl[C:2]1[C:11]2[C:6](=[CH:7][C:8]([O:14][CH3:15])=[C:9]([O:12][CH3:13])[CH:10]=2)[N:5]=[CH:4][CH:3]=1.[CH3:16][O:17][C:18]1[CH:23]=[CH:22][CH:21]=[CH:20][C:19]=1[OH:24].C(=O)([O-])O.[Na+]>C(Cl)(Cl)Cl.CO>[CH3:13][O:12][C:9]1[CH:10]=[C:11]2[C:6](=[CH:7][C:8]=1[O:14][CH3:15])[N:5]=[CH:4][CH:3]=[C:2]2[O:24][C:19]1[CH:20]=[CH:21][CH:22]=[CH:23][C:18]=1[O:17][CH3:16] |f:2.3,4.5|. Procedure: 4-Chloro-6,7-dimethoxyquinoline (102 mg) and commercially available 2-methoxyphenol (0.5 ml) were mixed and stirred at 150° C. for 8 hours. The reaction mixture was neutralized with saturated aqueous sodium hydrogen carbonate and then partitioned between water and ethyl acetate, and the ethyl acetate layer was washed with brine and then dried with sodium sulfate. After removing the solvent by reduced-pressure distillation, the resulting residue was purified by column chromatography on silica gel... Starting materials: C1(=CC=CC2=CC=CC=C12)OC1=NC=C(C=C1)[N+](=O)[O-] (2-(1-naphthoxy)-5-nitropyridine), [H][H] (hydrogen). Solvent: C1(=CC=CC=C1)C (toluene). Yields the product C1(=CC=CC2=CC=CC=C12)OC1=NC=C(C=C1)N (2-(1-naphthoxy)-5-aminopyridine). RXN SMILES: [C:1]1([O:11][C:12]2[CH:17]=[CH:16][C:15]([N+:18]([O-])=O)=[CH:14][N:13]=2)[C:10]2[C:5](=[CH:6][CH:7]=[CH:8][CH:9]=2)[CH:4]=[CH:3][CH:2]=1.[H][H]>C1(C)C=CC=CC=1>[C:1]1([O:11][C:12]2[CH:17]=[CH:16][C:15]([NH2:18])=[CH:14][N:13]=2)[C:10]2[C:5](=[CH:6][CH:7]=[CH:8][CH:9]=2)[CH:4]=[CH:3][CH:2]=1. Procedure details: To a solution of 13.11 g. (0.049 mol.) of 2-(1-naphthoxy)-5-nitropyridine in 250 ml. of toluene was added 1.31 g. of 5% paladium in carbon. The resulting mixture was placed in a 500 ml. Rocking Parr pressure vessel under 100 psig of hydrogen at r.t. for 3 hours. The mixture was filtered through celite and the filtrate was concentrated to give 11.5 g. (0.048 mol., 99.4%) of a yellow solid; mp. 82.2°-83.7° Reactants: C(C)(C)(C)OC(=O)N1CCN(CC1)C1=CC(=C(C=C1)[N+](=O)[O-])F (tert-butyl-4-(3-fluoro-4-nitrophenyl)piperazin-1-carboxylate), [Cl-].[NH4+] (ammonium chloride). Reagents/catalysts: [Fe] (iron). The solvent is C(C)O (ethanol), O (water). Conditions: temperature 80 celsius, time 2 hour. Product: C(C)(C)(C)OC(=O)N1CCN(CC1)C1=CC(=C(C=C1)N)F (tert-butyl-4-(4-amino-3-fluorophenyl)piperazin-1-carboxylate). Reaction SMILES: [C:1]([O:5][C:6]([N:8]1[CH2:13][CH2:12][N:11]([C:14]2[CH:19]=[CH:18][C:17]([N+:20]([O-])=O)=[C:16]([F:23])[CH:15]=2)[CH2:10][CH2:9]1)=[O:7])([CH3:4])([CH3:3])[CH3:2].[Cl-].[NH4+]>C(O)C.O.[Fe]>[C:1]([O:5][C:6]([N:8]1[CH2:13][CH2:12][N:11]([C:14]2[CH:19]=[CH:18][C:17]([NH2:20])=[C:16]([F:23])[CH:15]=2)[CH2:10][CH2:9]1)=[O:7])([CH3:4])([CH3:2])[CH3:3] |f:1.2|. Reported procedure: The compound prepared in Step 1 was dissolved in ethanol (10 ml) and water (1.0 ml), added with iron (powder, 2.0 g) and ammonium chloride (1.0 g), and stirred at 80° C. for 2 hours. Then, the resultant was filtered with celite, distilled under reduced pressure to remove the solvent. The thus obtained target compound as a white solid was used in the subsequent reaction without further purification. The reactants are C(C)OC(C(C(=O)OCC)(N1C=CC=C1)CC(=O)OCC1=CC=CC=C1)=O (2-benzyloxycarbonylmethyl-2-(pyrrol-1-yl)malonic acid diethyl ester). Reagents/catalysts: [C].[Pd] (palladium-carbon). Run in O1CCOCC1 (dioxane). Product: C(C)OC(C(C(=O)OCC)(N1C=CC=C1)CC(=O)O)=O (2-carboxymethyl-2-(pyrrol-1-yl)-malonic acid diethyl ester). Yield: 80.2%. Reaction SMILES: [CH2:1]([O:3][C:4](=[O:27])[C:5]([CH2:16][C:17]([O:19]CC1C=CC=CC=1)=[O:18])([N:11]1[CH:15]=[CH:14][CH:13]=[CH:12]1)[C:6]([O:8][CH2:9][CH3:10])=[O:7])[CH3:2]>O1CCOCC1.[C].[Pd]>[CH2:1]([O:3][C:4](=[O:27])[C:5]([CH2:16][C:17]([OH:19])=[O:18])([N:11]1[CH:12]=[CH:13][CH:14]=[CH:15]1)[C:6]([O:8][CH2:9][CH3:10])=[O:7])[CH3:2] |f:2.3|. Procedure details: A mixture of 2-benzyloxycarbonylmethyl-2-(pyrrol-1-yl)malonic acid diethyl ester (80.0 g) in dioxane (150 ml) was hydrogenated over 10% palladium-carbon (500 mg) at 40° C. After the calculated amount of hydrogen was absorbed, the catalyst was filtered off and the filtrate was evaporated under reduced pressure. The residue was recrystallized from ethyl acetate/n-hexane to give the title compound (48.7 g, 80.2%) as colorless crystals, mp 93°-94° C.